From a dataset of the Open Reaction Database (ORD), a public repository of structured organic reaction records. describe an organic reaction: reactants, conditions, products, and yield The reactants are C(C)(C)(C)OC(=O)N[C@H]1COCC[C@H]1NC1=C(C2=C(C(=N1)Cl)C(N(C2)C(=O)OC(C)(C)C)=O)F (tert-butyl 6-((3R,4R)-3-(tert-butoxycarbonylamino)tetrahydro-2H-pyran-4-ylamino)-4-chloro-7-fluoro-3-oxo-1H-pyrrolo[3,4-c]pyridine-2(3H)-carboxylate), ClC1=CC=C(/C=C/B(O)O)C=C1 ((E)-4-chlorostyrylboronic acid), C([O-])([O-])=O.[Na+].[Na+] (sodium carbonate). The reagents and catalysts are Cl[Pd]([P](C1=CC=CC=C1)(C2=CC=CC=C2)C3=CC=CC=C3)([P](C4=CC=CC=C4)(C5=CC=CC=C5)C6=CC=CC=C6)Cl (PdCl2(PPh3)2). The solvent is O1CCOCC1 (dioxane), O (water). Conditions: temperature 85 celsius. Yields the product C(C)(C)(C)OC(=O)N[C@H]1COCC[C@H]1NC1=C(C2=C(C(=N1)\C=C\C1=CC=C(C=C1)Cl)C(N(C2)C(=O)OC(C)(C)C)=O)F (tert-butyl 6-(((3R,4R)-3-((tert-butoxycarbonyl)amino)tetrahydro-2H-pyran-4-yl)amino)-4-((E)-4-chlorostyryl)-7-fluoro-3-oxo-1H-pyrrolo[3,4-c]pyridine-2(3H)-carboxylate). RXN SMILES: [C:1]([O:5][C:6]([NH:8][C@@H:9]1[C@H:14]([NH:15][C:16]2[N:21]=[C:20](Cl)[C:19]3[C:23](=[O:33])[N:24]([C:26]([O:28][C:29]([CH3:32])([CH3:31])[CH3:30])=[O:27])[CH2:25][C:18]=3[C:17]=2[F:34])[CH2:13][CH2:12][O:11][CH2:10]1)=[O:7])([CH3:4])([CH3:3])[CH3:2].[Cl:35][C:36]1[CH:46]=[CH:45][C:39](/[CH:40]=[CH:41]/B(O)O)=[CH:38][CH:37]=1.C(=O)([O-])[O-].[Na+].[Na+]>O1CCOCC1.O.Cl[Pd](Cl)([P](C1C=CC=CC=1)(C1C=CC=CC=1)C1C=CC=CC=1)[P](C1C=CC=CC=1)(C1C=CC=CC=1)C1C=CC=CC=1>[C:1]([O:5][C:6]([NH:8][C@@H:9]1[C@H:14]([NH:15][C:16]2[N:21]=[C:20](/[CH:41]=[CH:40]/[C:39]3[CH:45]=[CH:46][C:36]([Cl:35])=[CH:37][CH:38]=3)[C:19]3[C:23](=[O:33])[N:24]([C:26]([O:28][C:29]([CH3:31])([CH3:30])[CH3:32])=[O:27])[CH2:25][C:18]=3[C:17]=2[F:34])[CH2:13][CH2:12][O:11][CH2:10]1)=[O:7])([CH3:3])([CH3:2])[CH3:4] |f:2.3.4,^1:62,81|. Procedure details: In a 30 mL sealed cap glass vial, tert-butyl 6-((3R,4R)-3-(tert-butoxycarbonylamino)tetrahydro-2H-pyran-4-ylamino)-4-chloro-7-fluoro-3-oxo-1H-pyrrolo[3,4-c]pyridine-2(3H)-carboxylate (150 mg, 0.299 mmol), (E)-4-chlorostyrylboronic acid (54.6 mg, 0.299 mmol) and PdCl2(PPh3)2 (42.0 mg, 0.060 mmol) were dissolved in dioxane (5 mL). To the reaction mixture was added 2N aqueous sodium carbonate solution (2 mL). The cap was sealed and the reaction mixture was heated at 85° C. for 2 hours. The reaction... Run at time 2 hour. As a reaction SMILES: [NH2:1][C:2]1[CH:10]=[CH:9][C:8]([S:11][CH3:12])=[CH:7][C:3]=1[C:4]([OH:6])=[O:5].[C:13](Cl)(=O)[O:14]C(Cl)(Cl)Cl>O1CCOCC1>[CH3:12][S:11][C:8]1[CH:9]=[CH:10][C:2]2[NH:1][C:13](=[O:14])[O:5][C:4](=[O:6])[C:3]=2[CH:7]=1. The product is CSC=1C=CC2=C(C(OC(N2)=O)=O)C1 (6-(methylthio)-2H-3,1-benzoxazine-2,4(1H)-dione). Reactants: NC1=C(C(=O)O)C=C(C=C1)SC (2-amino-5-(methylthio)benzoic acid), C(OC(Cl)(Cl)Cl)(=O)Cl (trichloromethyl carbonochloridate). Reported procedure: To a stirred mixture of 9.16 parts of 2-amino-5-(methylthio)benzoic acid and 100 parts of 1,4-dioxane were added dropwise slowly 9.8 parts of trichloromethyl carbonochloridate. Upon completion, stirring was continued for 2 hours. The reaction mixture was evaporated. The residue was crystallized from acetonitrile. The product was filtered off and dried, yielding 8 parts (76%) of 6-(methylthio)-2H-3,1-benzoxazine-2,4(1H)-dione; mp. 219.4° C. (intermediate 153). Isolated yield 76.0%. Run in O1CCOCC1 (1,4-dioxane). Reactants: P(OCC)(OCC)[O-] (diethyl phosphite), Cl (HCl), [Mg] (magnesium), II (iodine), BrC1=CC=C(C=C1)F (1-Bromo-4-fluorobenzene). Run in O (Water), C1(=CC=CC=C1)C (toluene), C1CCOC1 (THF). Run at temperature 3 celsius, time 1 hour. Yields the product FC1=CC=C(C=C1)P(C1=CC=C(C=C1)F)=O (bis(4-fluorophenyl)phosphine oxide). The yield is 35.3%. As a reaction SMILES: [Mg].II.Br[C:5]1[CH:10]=[CH:9][C:8]([F:11])=[CH:7][CH:6]=1.[P:12]([O-:19])(OCC)OCC.Cl>C1COCC1.C1(C)C=CC=CC=1.O>[F:11][C:8]1[CH:9]=[CH:10][C:5]([PH:12](=[O:19])[C:5]2[CH:10]=[CH:9][C:8]([F:11])=[CH:7][CH:6]=2)=[CH:6][CH:7]=1. Reported procedure: Under an argon atmosphere, a solution of magnesium (6.95 g, 1.0 equivalent) and a small amount of iodine in THF (70 mL) was stirred at room temperature for 1 hr. 1-Bromo-4-fluorobenzene (50 g, 0.286 moL) was added at 40° C., and the mixture was stirred at 3° C. for 1 hr. Then, diethyl phosphite (19.7 g, 0.50 equivalents) was added at 13 to 19° C., and the mixture was stirred at 5° C. for 1 hr. Water (45 mL) was added at 4° C., and toluene (150 mL) and 6M-HCl (45 mL) were added. The mixture was s... The reactants are CCOC(=O)n1[nH]c(=O)c2ccccc21, CCO, [K+], O=[N+]([O-])c1ccc(CBr)cc1, [OH-]. The product is CCOC(=O)n1c2ccccc2c(=O)n1Cc1ccc([N+](=O)[O-])cc1. Reaction SMILES: [C:12](=[O:13])([O:14][CH2:15][CH3:16])[n:17]1[nH:18][c:19](=[O:26])[c:20]2[cH:21][cH:22][cH:23][cH:24][c:25]12.[CH3:29][CH2:30][OH:31].[K+:28].[O-:1][N+:2](=[O:3])[c:4]1[cH:5][cH:6][c:7]([CH2:8][Br:9])[cH:10][cH:11]1.[OH-:27]>>[O-:1][N+:2](=[O:3])[c:4]1[cH:5][cH:6][c:7]([CH2:8][n:18]2[n:17]([C:12](=[O:13])[O:14][CH2:15][CH3:16])[c:25]3[c:20]([c:19]2=[O:26])[cH:21][cH:22][cH:23][cH:24]3)[cH:10][cH:11]1. The reactants are C(C)(C)(C)OC(=O)N1[C@H](CC(C1)=NOC)C(=O)O ((2R,4EZ)-1-(tert-butoxycarbonyl)-4-(methoxyimino)-2-pyrrolidinecarboxylic acid), C1(=CC=C(C=C1)C(=O)Cl)C1=CC=CC=C1 ([1,1′-biphenyl]-4-carbonyl chloride), NCC(O)C1=CC=CC=C1 ((1RS)-2-amino-1-phenylethanol). Yields the product C1(=CC=C(C=C1)C(=O)N1[C@H](CC(C1)=NOC)C(=O)NCC(C1=CC=CC=C1)O)C1=CC=CC=C1 ((2R,4EZ)-1-([1,1′-biphenyl]-4-ylcarbonyl)-N-[(2RS)-2-hydroxy-2-phenylethyl]-4-(methoxyimino)-2-pyrrolidinecarboxamide). Reaction SMILES: C(O[C:6]([N:8]1[CH2:12][C:11](=[N:13][O:14][CH3:15])[CH2:10][C@@H:9]1[C:16]([OH:18])=O)=[O:7])(C)(C)C.[C:19]1([C:28]2[CH:33]=[CH:32][CH:31]=[CH:30][CH:29]=2)[CH:24]=[CH:23][C:22](C(Cl)=O)=[CH:21][CH:20]=1.[NH2:34][CH2:35][CH:36]([C:38]1[CH:43]=[CH:42][CH:41]=[CH:40][CH:39]=1)[OH:37]>>[C:28]1([C:19]2[CH:20]=[CH:21][CH:22]=[CH:23][CH:24]=2)[CH:29]=[CH:30][C:31]([C:6]([N:8]2[CH2:12][C:11](=[N:13][O:14][CH3:15])[CH2:10][C@@H:9]2[C:16]([NH:34][CH2:35][CH:36]([OH:37])[C:38]2[CH:43]=[CH:42][CH:41]=[CH:40][CH:39]=2)=[O:18])=[O:7])=[CH:32][CH:33]=1. Reported procedure: Following the general method as outlined in Example 22, starting from (2R,4EZ)-1-(tert-butoxycarbonyl)-4-(methoxyimino)-2-pyrrolidinecarboxylic acid, [1,1′-biphenyl]-4-carbonyl chloride, and (1RS)-2-amino-1-phenylethanol, the title compound was obtained in 90% purity by HPLC. MS(ESI+): m/z=456. Reactants: Cc1ccc([N+](=O)[O-])cc1Br, O=C([O-])[O-], OCCCO, CCO, Cc1ccccc1, [Na+], [Na+], c1ccc(P(c2ccccc2)(c2ccccc2)[Pd](P(c2ccccc2)(c2ccccc2)c2ccccc2)(P(c2ccccc2)(c2ccccc2)c2ccccc2)P(c2ccccc2)(c2ccccc2)c2ccccc2)cc1, OB(O)c1cccnc1. Product: Cc1ccc([N+](=O)[O-])cc1-c1cccnc1. Reaction SMILES: [Br:1][c:2]1[c:3]([CH3:11])[cH:4][cH:5][c:6]([N+:8](=[O:9])[O-:10])[cH:7]1.[C:26](=[O:27])([O-:28])[O-:29].[CH2:12]([OH:13])[CH2:14][CH2:15][OH:16].[CH3:32][CH2:33][OH:34].[CH3:35][c:36]1[cH:37][cH:38][cH:39][cH:40][cH:41]1.[Na+:30].[Na+:31].[cH:42]1[cH:43][cH:44][c:45]([P:46]([Pd:47]([P:48]([c:49]2[cH:50][cH:51][cH:52][cH:53][cH:54]2)([c:55]2[cH:56][cH:57][cH:58][cH:59][cH:60]2)[c:61]2[cH:62][cH:63][cH:64][cH:65][cH:66]2)([P:67]([c:68]2[cH:69][cH:70][cH:71][cH:72][cH:73]2)([c:74]2[cH:75][cH:76][cH:77][cH:78][cH:79]2)[c:80]2[cH:81][cH:82][cH:83][cH:84][cH:85]2)[P:86]([c:87]2[cH:88][cH:89][cH:90][cH:91][cH:92]2)([c:93]2[cH:94][cH:95][cH:96][cH:97][cH:98]2)[c:99]2[cH:100][cH:101][cH:102][cH:103][cH:104]2)([c:105]2[cH:106][cH:107][cH:108][cH:109][cH:110]2)[c:111]2[cH:112][cH:113][cH:114][cH:115][cH:116]2)[cH:117][cH:118]1.[n:17]1[cH:18][c:19]([B:23]([OH:24])[OH:25])[cH:20][cH:21][cH:22]1>>[c:2]1(-[c:19]2[cH:18][n:17][cH:22][cH:21][cH:20]2)[c:3]([CH3:11])[cH:4][cH:5][c:6]([N+:8](=[O:9])[O-:10])[cH:7]1. Reactants: BrC=1N=C(C=2N(C1)C=CN2)N2C(=NC=C2)C2=CC=NC=C2 (6-Bromo-8-(2-pyridin-4-yl-imidazol-1-yl)-imidazo[1,2-a]pyrazine), Cl.NC=1C=C(C=CC1)B(O)O (3-aminophenylboronic acid hydrochloride), P(=O)([O-])([O-])[O-].[K+].[K+].[K+] (potassium phosphate), COCCOC (1,2-dimethoxyethane). Reagents/catalysts: [Pd].C1(=CC=CC=C1)P(C1=CC=CC=C1)C1=CC=CC=C1.C1(=CC=CC=C1)P(C1=CC=CC=C1)C1=CC=CC=C1.C1(=CC=CC=C1)P(C1=CC=CC=C1)C1=CC=CC=C1.C1(=CC=CC=C1)P(C1=CC=CC=C1)C1=CC=CC=C1 (tetrakis(triphenylphosphine) palladium). Run in O (water). Reaction conditions: temperature 95 celsius. Product: BrC1(N=C(C=2N(C1)C=CN2)N2C(=NC=C2)C2=CC=NC=C2)C=2C=C(C=CC2)N (3-[6 -Bromo-8-(2-pyridin-4-yl-imidazol-1-yl)-imidazo[1,2-a]pyrazin-6-yl]-phenylamine). The yield is 66.0%. Reaction SMILES: [Br:1][C:2]1[N:3]=[C:4]([N:11]2[CH:15]=[CH:14][N:13]=[C:12]2[C:16]2[CH:21]=[CH:20][N:19]=[CH:18][CH:17]=2)[C:5]2[N:6]([CH:8]=[CH:9][N:10]=2)[CH:7]=1.Cl.[NH2:23][C:24]1[CH:25]=[C:26](B(O)O)[CH:27]=[CH:28][CH:29]=1.P([O-])([O-])([O-])=O.[K+].[K+].[K+].COCCOC>[Pd].C1(P(C2C=CC=CC=2)C2C=CC=CC=2)C=CC=CC=1.C1(P(C2C=CC=CC=2)C2C=CC=CC=2)C=CC=CC=1.C1(P(C2C=CC=CC=2)C2C=CC=CC=2)C=CC=CC=1.C1(P(C2C=CC=CC=2)C2C=CC=CC=2)C=CC=CC=1.O>[Br:1][C:2]1([C:28]2[CH:29]=[C:24]([NH2:23])[CH:25]=[CH:26][CH:27]=2)[CH2:7][N:6]2[CH:8]=[CH:9][N:10]=[C:5]2[C:4]([N:11]2[CH:15]=[CH:14][N:13]=[C:12]2[C:16]2[CH:21]=[CH:20][N:19]=[CH:18][CH:17]=2)=[N:3]1 |f:1.2,3.4.5.6,8.9.10.11.12|. Procedure details: A mixture of 6-bromo-8-(2-pyridin-4-yl-imidazol-1-yl)-imidazo[1,2-a]pyrazine (4) (4.0 g), 3-aminophenylboronic acid hydrochloride (2.41 g), tetrakis(triphenylphosphine) palladium (Pd(PPh3)4) (1.36 g), 2.5 Maqueous potassium phosphate (K3PO3) (10 ml), and 1,2-dimethoxyethane (DME) (80 ml) is heated at 95° C. for 16 hours. The mixture is cooled to rt, treated with water (50 ml) and extracted with ethyl acetate (3×80 ml). The extracts are washed with water (1×50 ml) and brine (1×50 ml), dried over ... Starting materials: CN(Cc1ccccc1)c1cc(CN2CCOCC2)ccc1[N+](=O)[O-], CCOC(C)=O, [H][H], [Pd]. The product is CN(Cc1ccccc1)c1cc(CN2CCOCC2)ccc1N. Reaction SMILES: [CH2:1]([c:2]1[cH:3][cH:4][cH:5][cH:6][cH:7]1)[N:8]([c:9]1[c:10]([N+:22]([O-:23])=[O:24])[cH:11][cH:12][c:13]([CH2:15][N:16]2[CH2:17][CH2:18][O:19][CH2:20][CH2:21]2)[cH:14]1)[CH3:25].[CH3:28][CH2:29][O:30][C:31](=[O:32])[CH3:33].[H:26][H:27].[Pd:34]>>[CH2:1]([c:2]1[cH:3][cH:4][cH:5][cH:6][cH:7]1)[N:8]([c:9]1[c:10]([NH2:22])[cH:11][cH:12][c:13]([CH2:15][N:16]2[CH2:17][CH2:18][O:19][CH2:20][CH2:21]2)[cH:14]1)[CH3:25].